From a dataset of the Open Reaction Database (ORD), a public repository of structured organic reaction records. describe an organic reaction: reactants, conditions, products, and yield Reactants: N1(N=NC=C1)CC=1N=C(SC1)C1=CC=C(C=C1)O (4-(4-[1,2,3]triazol-1-ylmethyl-thiazol-2-yl)-phenol), C([O-])([O-])=O.[Cs+].[Cs+] (cesium carbonate), ClCC=1N=C(OC1)C=CC1=CC=C(C=C1)C(F)(F)F (4-chloromethyl-2-[2-(4-trifluoromethyl-phenyl)-vinyl]-oxazole), [I-].[K+] (potassium iodide). Run in CC(CC)=O (butanone). Reaction conditions: temperature 60 celsius, time 30 minute. Product: FC(C1=CC=C(C=C1)/C=C/C=1OC=C(N1)COC1=CC=C(C=C1)C=1SC=C(N1)CN1N=NC=C1)(F)F (1-[2-(4-{2-[(E)-2-(4-Trifluoromethyl-phenyl)-vinyl]-oxazol-4-ylmethoxy}-phenyl) -thiazol-4-ylmethyl]-1H-[1,2,3]triazole). Isolated yield 47.9%. RXN SMILES: [N:1]1([CH2:6][C:7]2[N:8]=[C:9]([C:12]3[CH:17]=[CH:16][C:15]([OH:18])=[CH:14][CH:13]=3)[S:10][CH:11]=2)[CH:5]=[CH:4][N:3]=[N:2]1.C(=O)([O-])[O-].[Cs+].[Cs+].Cl[CH2:26][C:27]1[N:28]=[C:29]([CH:32]=[CH:33][C:34]2[CH:39]=[CH:38][C:37]([C:40]([F:43])([F:42])[F:41])=[CH:36][CH:35]=2)[O:30][CH:31]=1.[I-].[K+]>CC(=O)CC>[F:43][C:40]([F:41])([F:42])[C:37]1[CH:38]=[CH:39][C:34](/[CH:33]=[CH:32]/[C:29]2[O:30][CH:31]=[C:27]([CH2:26][O:18][C:15]3[CH:16]=[CH:17][C:12]([C:9]4[S:10][CH:11]=[C:7]([CH2:6][N:1]5[CH:5]=[CH:4][N:3]=[N:2]5)[N:8]=4)=[CH:13][CH:14]=3)[N:28]=2)=[CH:35][CH:36]=1 |f:1.2.3,5.6|. Reported procedure: A mixture of 0.129 g (0.50 mmol) 4-(4-[1,2,3]triazol-1-ylmethyl-thiazol-2-yl)-phenol and 0.10 g (0.30 mmol) cesium carbonate in 10 ml butanone was stirred at 60° C. for 30 min, then 0.144 g (0.50 mmol) 4-chloromethyl-2-[2-(4-trifluoromethyl-phenyl)-vinyl]-oxazole and 0.083 g (0.50 mmol) potassium iodide were added and stirring at 60° C. continued over night. After evaporation, 15 ml water was added and the mixture extracted with two portions of 15 ml ethyl acetate. The combined organic layers we...